Task: describe an organic reaction: reactants, conditions, products, and yield. Dataset: the Open Reaction Database (ORD), a public repository of structured organic reaction records Starting materials: C1=CCCCC1 (cyclohexene), C1=CCCCC1 (Cyclohexene), FC(C(=C(F)F)F)(F)F (hexafluoropropene), ( iii ), CC(C)C (isobutane). Product: FC(C(C(F)(F)F)F)(F)C1C=CCCC1 (3-(1,1,2,3,3,3-hexafluoropropyl)-cyclohexene). Isolated yield 60.5%. Reaction SMILES: [CH:1]1[CH2:6][CH2:5][CH2:4][CH2:3][CH:2]=1.[F:7][C:8]([F:15])([F:14])[C:9]([F:13])=[C:10]([F:12])[F:11].CC(C)C>>[F:11][C:10]([CH:1]1[CH2:6][CH2:5][CH2:4][CH:3]=[CH:2]1)([F:12])[CH:9]([F:13])[C:8]([F:15])([F:14])[F:7]. Procedure: Cyclohexene (2.8 g., 34.2 mmole) and hexafluoropropene (1.71 g., 11.4 mmole), heated at 320° for 4 days in a Pyrex ampoule gave: (i) hexafluoropropene (0.06 g., 0.40 mmole; 4% recovery), (ii) cyclohexene (1.9 g., 23.2 mmole; 67% recovery), b.p. 83°, (iii) a liquid mixture (2.5 g.), b.r. 50°-110°/13 mm. Hg., from which was isolated (preparative g. l. c.) 3-(1,1,2,3,3,3-hexafluoropropyl)-cyclohexene (1.6 g., 6.9 mmole; 63% based on C3F6 consumed). Found: C, 47.0; H, 4.3; F, 48.5%; M (mass spectrom... Reactants: BrC1=CC=C(C=C1)S(=O)(=O)Cl (4-Bromobenzene sulfonyl chloride), C1(CCCCC1)N (cyclohexylamine). Solvent: ClCCl (dichloromethane). Yields the product BrC1=CC=C(C=C1)S(=O)(=O)NC1CCCCC1 (4-bromo-N-cyclohexylbenzenesulfonamide). Yield: 26.2%. Reaction SMILES: [Br:1][C:2]1[CH:7]=[CH:6][C:5]([S:8](Cl)(=[O:10])=[O:9])=[CH:4][CH:3]=1.[CH:12]1([NH2:18])[CH2:17][CH2:16][CH2:15][CH2:14][CH2:13]1>ClCCl>[Br:1][C:2]1[CH:7]=[CH:6][C:5]([S:8]([NH:18][CH:12]2[CH2:17][CH2:16][CH2:15][CH2:14][CH2:13]2)(=[O:10])=[O:9])=[CH:4][CH:3]=1. Procedure: According to general procedure C, 4-Bromobenzene sulfonyl chloride (0.40 g, 1.56 mmol) and cyclohexylamine (0.46 mL, 3.90 mmol) were stirred together in dry dichloromethane (5 mL) for 16 hours. 4-bromo-N-cyclohexylbenzenesulfonamide (0.13 g) was provided after purification. MS (ESI) m/z 318. HPLC purity 100.0% at 210-370 nm, 10.0 min.; the Xterra® RP18 column, 3.5μ, 150×4.6 mm column, 1.2 mL/min., 85/15-5/95 (ammonium formate buffer pH=3.5/ACN+MeOH) for 10 min., hold 4 min. Reactants: BrC=1C(=NC(=CC1C)[N+](=O)[O-])C (3-Bromo-2,4-dimethyl-6-nitropyridine), O (water), ClC1=NC=CC(=C1)O (2-chloro-4-hydroxypyridine), C(=O)([O-])[O-].[K+].[K+] (K2CO3). The solvent is CC(=O)N(C)C (DMA). Run at temperature 100 celsius, time 12 hour. Yields the product ClC1=NC=CC(=C1)OC=1C(=NC(=CC1C)[N+](=O)[O-])C (3-((2-chloropyridin-4-yl)oxy)-2,4-dimethyl-6-nitropyridine). The yield is 18.8%. As a reaction SMILES: Br[C:2]1[C:3]([CH3:12])=[N:4][C:5]([N+:9]([O-:11])=[O:10])=[CH:6][C:7]=1[CH3:8].[Cl:13][C:14]1[CH:19]=[C:18]([OH:20])[CH:17]=[CH:16][N:15]=1.C([O-])([O-])=O.[K+].[K+].O>CC(N(C)C)=O>[Cl:13][C:14]1[CH:19]=[C:18]([O:20][C:2]2[C:3]([CH3:12])=[N:4][C:5]([N+:9]([O-:11])=[O:10])=[CH:6][C:7]=2[CH3:8])[CH:17]=[CH:16][N:15]=1 |f:2.3.4|. Reported procedure: 3-Bromo-2,4-dimethyl-6-nitropyridine (2.2 g, 9.5 mmol) and 2-chloro-4-hydroxypyridine (2.5 g, 19 mmol) were combined in DMA (10 mL) and the solution was sonicated and sparged with Ar for 10 min. K2CO3 (4.0 g, 29 mmol) was added and the reaction mixture was stirred at 100° C. for 12 h. The reaction mixture was poured into water (200 mL) and the precipitated solids were isolated by filtration. The solids were washed with ½ sat. K2CO3 (aq) (3×50 mL) and water (3×50 mL) and dried under high vacuum f... Reactants: C1(=CC=CC=C1)SC=CC(=O)O (3-(phenylthio)acrylic acid), NC1=CN=C(S1)SC (5-amino-2-(methylthio)thiazole). Solvent: C(C)#N (acetonitrile), C(C)#N (acetonitrile), C(C)N(CC)CC (triethylamine). Conditions: time 2 hour. Yields the product CSC=1SC(=CN1)NC(C=CSC1=CC=CC=C1)=O (N-[2-(methylthio)thiazol-5-yl]-3-(phenylthio)acrylamide). Isolated yield 30.1%. As a reaction SMILES: [C:1]1([S:7][CH:8]=[CH:9][C:10]([OH:12])=O)[CH:6]=[CH:5][CH:4]=[CH:3][CH:2]=1.[NH2:13][C:14]1[S:18][C:17]([S:19][CH3:20])=[N:16][CH:15]=1>C(#N)C.C(N(CC)CC)C>[CH3:20][S:19][C:17]1[S:18][C:14]([NH:13][C:10](=[O:12])[CH:9]=[CH:8][S:7][C:1]2[CH:2]=[CH:3][CH:4]=[CH:5][CH:6]=2)=[CH:15][N:16]=1. Procedure: To a solution of 3-(phenylthio)acrylic acid (3.69 g) in acetonitrile (50 mL) were added a solution of 5-amino-2-(methylthio)thiazole (3.00 g) in acetonitrile (10 mL) and triethylamine (2.80 mL) under ice-cooling. The mixture was stirred at the same temperature for 2 hours and then at room temperature for 3 hours, and then concentrated under reduced pressure. To the residue was added 1N hydrochloric acid (50 mL), which was extracted with ethyl acetate (100 mL) twice. The organic layers were combi... The reactants are C(C)(C)(C)OC(N(CC1=CC=C(C=C1)OC)C1=NC(=C(C=C1)C(C1=CN(C2=NC=C(C=C21)C)[Si](C(C)C)(C(C)C)C(C)C)O)F)=O ({6-fluoro-5-[hydroxy-(5-methyl-1-triisopropylsilanyl-1H-pyrrolo[2,3-b]pyridin-3-yl)-methyl]-pyridin-2-yl}-(4-methoxy-benzyl)-carbamic acid tert-butyl ester), C(C)[SiH](CC)CC (triethylsilane), FC(C(=O)O)(F)F (trifluoroacetic acid). Solvent: C(C)#N (acetonitrile). Run at temperature 50 celsius. Product: FC1=C(C=CC(=N1)N)CC1=CNC2=NC=C(C=C21)C (6-fluoro-5-(5-methyl-1H-pyrrolo[2,3-b]pyridin-3-ylmethyl)-pyridin-2-ylamine). Yield: 62.6%. As a reaction SMILES: C(OC(=O)[N:7]([C:17]1[CH:22]=[CH:21][C:20]([CH:23](O)[C:24]2[C:32]3[C:27](=[N:28][CH:29]=[C:30]([CH3:33])[CH:31]=3)[N:26]([Si](C(C)C)(C(C)C)C(C)C)[CH:25]=2)=[C:19]([F:45])[N:18]=1)CC1C=CC(OC)=CC=1)(C)(C)C.C([SiH](CC)CC)C.FC(F)(F)C(O)=O>C(#N)C>[F:45][C:19]1[N:18]=[C:17]([NH2:7])[CH:22]=[CH:21][C:20]=1[CH2:23][C:24]1[C:32]2[C:27](=[N:28][CH:29]=[C:30]([CH3:33])[CH:31]=2)[NH:26][CH:25]=1. Reported procedure: To {6-fluoro-5-[hydroxy-(5-methyl-1-triisopropylsilanyl-1H-pyrrol [2,3-b]pyridin-3-yl)-methyl]-pyridin-2-yl}-(4-methoxy-benzyl)-carbamic acid tert-butyl ester (136, 21 g, 32.4 mmol) in 500 mL of acetonitrile, triethylsilane (51.7 mL, 324 mmol) and trifluoroacetic acid (24.93 mL, 324 mmol) were added. The reaction was stirred at 50° C. for several hours, solvents removed under vacuum, and the residue taken up in 250 mL of dichloromethane and 250 mL of trifluoroacetic acid was added. The mixture w... Reactants: Cl (HCl), [OH-].[Na+] (NaOH), ClC1=C(C=C(C=C1[N+](=O)[O-])C)[N+](=O)[O-] (4-chloro-3,5-dinitrotoluene), reduced iron. Run in C(C)O (ethanol), C(C)O (ethanol). Run at time 1 hour. The product is NC=1C=C(C=C(C1Cl)N)C (3,5-Diamino-4-chlorotoluene). The yield is 70.0%. Reaction SMILES: [Cl:1][C:2]1[C:7]([N+:8]([O-])=O)=[CH:6][C:5]([CH3:11])=[CH:4][C:3]=1[N+:12]([O-])=O.Cl.[OH-].[Na+]>C(O)C>[NH2:12][C:3]1[CH:4]=[C:5]([CH3:11])[CH:6]=[C:7]([NH2:8])[C:2]=1[Cl:1] |f:2.3|. Procedure details: 4-chloro-3,5-dinitrotoluene (9.0 gm.) is dissolved in 50% ethanol (30 ml.). Electrolytically reduced iron powder (14.2 gm.) is added and the stirred reaction mixture heated to reflux. Concentrated HCl (1 ml.) in 50% ethanol (5 ml.) is added dropwise and refluxing continued for one hour. The reaction mixture is allowed to cool slightly and made basic (pH 8) with 20% NaOH, then the iron removed by filtration. The filtrate is taken to dryness under reduced pressure and the residue extracted with ho... Starting materials: Cl.C1(CC1)COC1=C(C(=N)N)C=CC=C1 (2-cyclopropylmethoxybenzamidine hydrochloride), O=C1C(=CN=C(N1)C1=C(C=CC=C1)OCC=C)C(=O)OCC (ethyl 1,6-dihydro-6-oxo-2-(2-allyloxyphenyl)pyrimidine-5-carboxylate). Yields the product O=C1C(=CN=C(N1)C1=C(C=CC=C1)OCC1CC1)C(=O)OCC (Ethyl 1,6-dihydro-6-oxo-2-(2-cyclopropylmethoxyphenyl)pyrimidine-5-carboxylate). Reaction SMILES: Cl.[CH:2]1([CH2:5][O:6][C:7]2[CH:15]=[CH:14][CH:13]=[CH:12][C:8]=2[C:9]([NH2:11])=[NH:10])[CH2:4][CH2:3]1.[O:16]=[C:17]1NC(C2C=CC=CC=2OCC=C)=N[CH:19]=[C:18]1[C:33]([O:35][CH2:36][CH3:37])=[O:34]>>[O:16]=[C:17]1[NH:11][C:9]([C:8]2[CH:12]=[CH:13][CH:14]=[CH:15][C:7]=2[O:6][CH2:5][CH:2]2[CH2:4][CH2:3]2)=[N:10][CH:19]=[C:18]1[C:33]([O:35][CH2:36][CH3:37])=[O:34] |f:0.1|. Procedure: The title compound was prepared from 2-cyclopropylmethoxybenzamidine hydrochloride in a manner similar to that described for the preparation of ethyl 1,6-dihydro-6-oxo-2-(2-allyloxyphenyl)pyrimidine-5-carboxylate in Example 8. The product had m.p. 104°-105°. Reactants: CC=CCC1Cc2ccc(OC3CCCC3)cc2C1=O, CO, ClCCl, O=[O+][O-]. Yields the product O=CCC1Cc2ccc(OC3CCCC3)cc2C1=O. As a reaction SMILES: [CH2:4]([CH:5]=[CH:6][CH3:7])[CH:8]1[C:9](=[O:23])[c:10]2[cH:11][c:12]([O:17][CH:18]3[CH2:19][CH2:20][CH2:21][CH2:22]3)[cH:13][cH:14][c:15]2[CH2:16]1.[CH3:27][OH:28].[Cl:24][CH2:25][Cl:26].[O-:1][O+:2]=[O:3]>>[O:1]=[CH:5][CH2:4][CH:8]1[C:9](=[O:23])[c:10]2[cH:11][c:12]([O:17][CH:18]3[CH2:19][CH2:20][CH2:21][CH2:22]3)[cH:13][cH:14][c:15]2[CH2:16]1. Reactants: C(=O)(O)[O-].[Na+] (NaHCO3), N[C@@H]1[C@@H](N(CCC1)C(=O)OC(C)(C)C)C1=CC=CC=C1 ((2S, 3S)-3-Amino-1-tert-butoxycarbonyl-2-phenylpiperidine), FC(C(C(F)(F)F)C=1C=CC(=C(C=O)C1)OC)(F)F (5-(2,2,2-Trifluoro-1-(trifluoromethyl)ethyl)-2-methoxybenzaldehyde), [BH-](OC(=O)C)(OC(=O)C)OC(=O)C.[Na+] (NaBH(OAc)3). Run in C(Cl)Cl (CH2Cl2). Yields the product C(C)(C)(C)OC(=O)N1[C@H]([C@H](CCC1)NCC1=C(C=CC(=C1)C(C(F)(F)F)C(F)(F)F)OC)C1=CC=CC=C1 ((2S, 3S)-1-tert-Butoxycarbonyl-2-phenyl-3-(5-(2,2,2-trifluoro-1-(trifluoromethyl)ethyl)-2-methoxybenzyl)aminopiperidine). Yield: 103.7%. Reaction SMILES: [NH2:1][C@H:2]1[CH2:7][CH2:6][CH2:5][N:4]([C:8]([O:10][C:11]([CH3:14])([CH3:13])[CH3:12])=[O:9])[C@H:3]1[C:15]1[CH:20]=[CH:19][CH:18]=[CH:17][CH:16]=1.[F:21][C:22]([F:39])([F:38])[CH:23]([C:28]1[CH:29]=[CH:30][C:31]([O:36][CH3:37])=[C:32]([CH:35]=1)[CH:33]=O)[C:24]([F:27])([F:26])[F:25].[BH-](OC(C)=O)(OC(C)=O)OC(C)=O.[Na+].C([O-])(O)=O.[Na+]>C(Cl)Cl>[C:11]([O:10][C:8]([N:4]1[CH2:5][CH2:6][CH2:7][C@H:2]([NH:1][CH2:33][C:32]2[CH:35]=[C:28]([CH:23]([C:22]([F:39])([F:21])[F:38])[C:24]([F:25])([F:26])[F:27])[CH:29]=[CH:30][C:31]=2[O:36][CH3:37])[C@@H:3]1[C:15]1[CH:16]=[CH:17][CH:18]=[CH:19][CH:20]=1)=[O:9])([CH3:14])([CH3:13])[CH3:12] |f:2.3,4.5|. Procedure: To a stirred and ice-cooled solution of Compound 12 (100 mg, 0.3 mmol) and Compound 9 (100 mg, 0.3 mmol) in dry CH2Cl2 (10 ml) was added NaBH(OAc)3 (210 mg, 1 mmol) in one portion. After the mixture was stirred at room temperature for 20 hours. The mixture was poured into NaHCO3 aq., and extracted with CH2Cl2. The combined extracts were dried (Na2SO4), and concentrated in vacuo to give Compound 13 as a yellow oil (170 mg). Reported procedure: 80 mg (0.16 mmol) of 4-nitrophenyl 3-[(phenylcarbonyl)amino]-5-[4-(trifluoromethyl)phenyl]piperidine-1-carboxylate were initially charged in 1.7 ml of DMF, and 29 mg (0.47 mmol) of 2-aminoethanol and 22 mg (0.16 mmol) of potassium carbonate were added. The mixture was reacted in a microwave (Emrys Optimizer) at 150° C. for 15 min. The crude product was then purified by preparative HPLC (Reprosil C18, water/acetonitrile gradient). Yield: 10 mg (15% of theory) RXN SMILES: [C:1]1([C:7]([NH:9][CH:10]2[CH2:15][CH:14]([C:16]3[CH:21]=[CH:20][C:19]([C:22]([F:25])([F:24])[F:23])=[CH:18][CH:17]=3)[CH2:13][N:12]([C:26]([O:28]C3C=CC([N+]([O-])=O)=CC=3)=O)[CH2:11]2)=[O:8])[CH:6]=[CH:5][CH:4]=[CH:3][CH:2]=1.[NH2:38][CH2:39][CH2:40][OH:41].C(=O)([O-])[O-].[K+].[K+]>CN(C=O)C>[OH:41][CH2:40][CH2:39][NH:38][C:26]([N:12]1[CH2:13][CH:14]([C:16]2[CH:17]=[CH:18][C:19]([C:22]([F:23])([F:24])[F:25])=[CH:20][CH:21]=2)[CH2:15][CH:10]([NH:9][C:7]([C:1]2[CH:6]=[CH:5][CH:4]=[CH:3][CH:2]=2)=[O:8])[CH2:11]1)=[O:28] |f:2.3.4|. Run in CN(C)C=O (DMF). Product: OCCNC(=O)N1CC(CC(C1)C1=CC=C(C=C1)C(F)(F)F)NC(=O)C1=CC=CC=C1 (N-(2-Hydroxyethyl)-3-[(phenylcarbonyl)amino]-5-[4-(trifluoromethyl)phenyl]piperidine-1-carboxamide). Reactants: NCCO (2-aminoethanol), C([O-])([O-])=O.[K+].[K+] (potassium carbonate), C1(=CC=CC=C1)C(=O)NC1CN(CC(C1)C1=CC=C(C=C1)C(F)(F)F)C(=O)OC1=CC=C(C=C1)[N+](=O)[O-] (4-nitrophenyl 3-[(phenylcarbonyl)amino]-5-[4-(trifluoromethyl)phenyl]piperidine-1-carboxylate).